This data is from the Open Reaction Database (ORD), a public repository of structured organic reaction records. The task is: describe an organic reaction: reactants, conditions, products, and yield Reactants: [O-]S(=O)S(=O)[O-].[Na+].[Na+] (Na2S2O4), C(=C)C(CCCC1NC(CC1C)=O)NC(OC(C)(C)C)=O (1,1-dimethylethyl N-[1-ethenyl-4-(3-methyl-5-oxopyrrolidin-2-yl)butyl]carbamate), C[N+]1(CCOCC1)[O-] (N-methylmorpholine N-oxide), CC(C)(C)O (t-BuOH), CC(=O)C.O (acetone H2O). The reagents and catalysts are O=[Os](=O)(=O)=O (OsO4). Solvent: O (H2O). Conditions: time 18 hour. Product: OC(CO)C(CCCC1NC(CC1C)=O)NC(OC(C)(C)C)=O (1,1-dimethylethyl N-[l-(1,2-dihydroxyethyl)-4-(3-methyl-5-oxopyrrolidin-2-yl)butyl]carbamate). Reaction SMILES: [CH:1]([CH:3]([NH:14][C:15](=[O:21])[O:16][C:17]([CH3:20])([CH3:19])[CH3:18])[CH2:4][CH2:5][CH2:6][CH:7]1[CH:11]([CH3:12])[CH2:10][C:9](=[O:13])[NH:8]1)=[CH2:2].C[N+]1([O-])CC[O:26]CC1.CC(O)(C)C.[O-]S(S([O-])=O)=O.[Na+].[Na+].CC(C)=O.[OH2:47]>O=[Os](=O)(=O)=O.O>[OH:47][CH:1]([CH:3]([NH:14][C:15](=[O:21])[O:16][C:17]([CH3:20])([CH3:19])[CH3:18])[CH2:4][CH2:5][CH2:6][CH:7]1[CH:11]([CH3:12])[CH2:10][C:9](=[O:13])[NH:8]1)[CH2:2][OH:26] |f:3.4.5,6.7|. Procedure details: To a stirring solution of the compound from EXAMPLE 259 (3.3 mmol) in 80 mL of acetone:H2O (3:1) is added N-methylmorpholine N-oxide (0.64 g, 4.8 mmol) and 2.5% OsO4 in t-BuOH (3.4 mL, 3.4 mmol). After 18 h, 120 mL of H2O, 8 g of celite, and 1.6 g Na2S2O4 is added to the reaction. The reaction is filtered through a pad of wet celite. To the filtrate is added 200 mL of 1M KHSO4. The filtrate is extracted with 3×200 mL EtOAc. The combined organic layers are dried, filtered, and stripped. The resid... The reactants are C(#N)C1=CC=C(O1)C(=O)O (5-Cyano-furan-2-carboxylic acid), CC1CCN(CC1)C1=NC(=CC=C1N)N1CCN(CC1)C (4-methyl-6′-(4-methyl-piperazin-1-yl)-3,4,5,6-tetrahydro-2H-[1,2′]bipyridinyl-3′-ylamine). Product: CC1CCN(CC1)C1=NC(=CC=C1NC(=O)C=1OC(=CC1)C#N)N1CCN(CC1)C (5-Cyano-furan-2-carboxylic acid [4-methyl-6′-(4-methyl-piperazin-1-yl)-3,4,5,6-tetrahydro-2H-[1,2]bipyridinyl-3′-yl]-amide). As a reaction SMILES: [C:1]([C:3]1[O:7][C:6]([C:8]([OH:10])=O)=[CH:5][CH:4]=1)#[N:2].[CH3:11][CH:12]1[CH2:17][CH2:16][N:15]([C:18]2[C:23]([NH2:24])=[CH:22][CH:21]=[C:20]([N:25]3[CH2:30][CH2:29][N:28]([CH3:31])[CH2:27][CH2:26]3)[N:19]=2)[CH2:14][CH2:13]1>>[CH3:11][CH:12]1[CH2:13][CH2:14][N:15]([C:18]2[C:23]([NH:24][C:8]([C:6]3[O:7][C:3]([C:1]#[N:2])=[CH:4][CH:5]=3)=[O:10])=[CH:22][CH:21]=[C:20]([N:25]3[CH2:30][CH2:29][N:28]([CH3:31])[CH2:27][CH2:26]3)[N:19]=2)[CH2:16][CH2:17]1. Procedure details: The title compound was prepared according to the procedure from Example 4, step (c) using 2-cyano-5-furancarboxylic acid (as prepared in Example 1) and 4-methyl-6′-(4-methyl-piperazin-1-yl)-3,4,5,6-tetrahydro-2H-[1,2′]bipyridinyl-3′-ylamine (as prepared in the previous step). Purification of the resulting residue by silica gel preparative TLC eluting with 10% methanol in dichloromethane afforded the title compound in 50% as a yellow glass. 1H-NMR (400 MHz, CDCl3): δ 8.76 (br s, 1H), 8.410 (d, 1H... Starting materials: C[Si](C)(C)CCOCN1C=CC(C=C1)=O (N-trimethylsilylethoxymethyl-4-pyridone), FC(S(=O)(=O)OC(C(=O)OCC1=CC=CC=C1)C)(F)F (benzyl 2-trifluromethanesulfonyloxypropionate). The solvent is C(Cl)Cl (CH2Cl2). Conditions: temperature 60 celsius. Product: N1=CC=C(C=C1)OC(C(=O)OCC1=CC=CC=C1)C (Benzyl 2-(4-Pyridyloxy)propionate). Reaction SMILES: C[Si](CCOC[N:9]1[CH:14]=[CH:13][C:12](=[O:15])[CH:11]=[CH:10]1)(C)C.FC(F)(F)S(O[CH:22]([CH3:33])[C:23]([O:25][CH2:26][C:27]1[CH:32]=[CH:31][CH:30]=[CH:29][CH:28]=1)=[O:24])(=O)=O>C(Cl)Cl>[N:9]1[CH:10]=[CH:11][C:12]([O:15][CH:22]([CH3:33])[C:23]([O:25][CH2:26][C:27]2[CH:32]=[CH:31][CH:30]=[CH:29][CH:28]=2)=[O:24])=[CH:13][CH:14]=1. Procedure: To a solution of benzyl lactate (6.0 g, 33 mmol) and N-methyl morpholine (2.7 mL, 33 mmol) in 100 mL anhydrous CH2Cl2 at −20° C. was added trifluoromethanesulfonyl anhydride (5.6 mL, 33 mmol). After stirring at −20° C. for 1 h, the reaction mixture was diluted with 100 mL hexane and washed with dilue aqueous sodium hydrogen sulfate and brine/saturated aqueous sodium bicarbonate. The organic layer was separated, dried over anhydrous MgSO4, filtered, and concentrated to dryness, and the residue wa... Starting materials: CCOC(=O)N1CCc2[nH]c3ccc(Br)cc3c2C1, [K+], [K+], [K+], CN(C)C=O, O, O=P([O-])([O-])[O-], Cl[Pd]Cl, c1ccc(P(c2ccccc2)c2ccccc2)cc1, c1ccc(P(c2ccccc2)c2ccccc2)cc1, OB(O)c1cccnc1. Product: CCOC(=O)N1CCc2[nH]c3ccc(-c4cccnc4)cc3c2C1. RXN SMILES: [Br:1][c:2]1[cH:3][c:4]2[c:5]3[c:6]([nH:7][c:8]2[cH:9][cH:10]1)[CH2:11][CH2:12][N:13]([C:15](=[O:16])[O:17][CH2:18][CH3:19])[CH2:14]3.[K+:34].[K+:35].[K+:36].[O:37]=[CH:38][N:39]([CH3:40])[CH3:41].[OH2:42].[P:29]([O-:30])([O-:31])([O-:32])=[O:33].[Pd:43]([Cl:44])[Cl:45].[c:46]1([P:47]([c:48]2[cH:49][cH:50][cH:51][cH:52][cH:53]2)[c:54]2[cH:55][cH:56][cH:57][cH:58][cH:59]2)[cH:60][cH:61][cH:62][cH:63][cH:64]1.[c:65]1([P:66]([c:67]2[cH:68][cH:69][cH:70][cH:71][cH:72]2)[c:73]2[cH:74][cH:75][cH:76][cH:77][cH:78]2)[cH:79][cH:80][cH:81][cH:82][cH:83]1.[n:20]1[cH:21][c:22]([B:26]([OH:27])[OH:28])[cH:23][cH:24][cH:25]1>>[c:2]1(-[c:22]2[cH:21][n:20][cH:25][cH:24][cH:23]2)[cH:3][c:4]2[c:5]3[c:6]([nH:7][c:8]2[cH:9][cH:10]1)[CH2:11][CH2:12][N:13]([C:15](=[O:16])[O:17][CH2:18][CH3:19])[CH2:14]3. The solvent is O1CCCC1 (tetrahydrofuran), O1CCCC1 (tetrahydrofuran). Reactants: [H-].[Na+] (sodium hydride), NC1=CC=CC=C1 (aniline), CC=1C(=C(CC1)C)C (trimethylcyclopentadiene), [H-].[Na+] (Sodium hydride). Conditions: temperature 50 celsius, time 3 hour. As a reaction SMILES: [H-].[Na+:2].NC1C=CC=CC=1.[CH3:10][C:11]1[C:12]([CH3:17])=[C:13]([CH3:16])[CH2:14][CH:15]=1>O1CCCC1>[CH3:10][C:11]1[CH:15]=[CH:14][C:13]([CH3:16])([Na:2])[C:12]=1[CH3:17] |f:0.1|. Procedure details: Sodium hydride (containing mineral oil; the content of sodium hydride: 60%) (0.80 g) and aniline (0.046 g) were added to the solution of trimethylcyclopentadiene (1.08 g) dissolved in tetrahydrofuran (6.12 g), and stirred at 50° C. for 3 hours. Thus, trimethylcyclopentadienylsodium was obtained in the form of a solution in tetrahydrofuran. The product is CC1=C(C(C=C1)([Na])C)C (trimethylcyclopentadienylsodium).